Dataset: the Open Reaction Database (ORD), a public repository of structured organic reaction records. Task: describe an organic reaction: reactants, conditions, products, and yield The reactants are [Mg] (magnesium), CN1[C@H]2CC[C@@H]1C(=CC2)C(=O)OC (anhydroecgonine methyl ester), FC(C(=O)O)(F)F (trifluoroacetic acid), ClC=1C=C(C=CC1Cl)I (3,4-dichloroiodobenzene), Grignard reagent, Cl (HCl). The product is ClC=1C=C(C=CC1Cl)[C@@H]1[C@@H]([C@H]2CC[C@@H](C1)N2C)CCl (3β-(3,4-Dichlorophenyl)-2β-chloromethyltropane). The solvent is CCOCC.C(C)N(CC)CC (ether triethylamine), CCOCC (ether). Isolated yield 9.0%. Procedure: To a three-neck, round-bottomed flask containing freshly distilled ether (125 mL) and magnesium turnings (268 mg, 11.0 mmol),was added 3,4-dichloroiodobenzene (2.26 g, 8.27 mmol). After 2 h, the reaction flask was equipped with a mechanical stirrer, and the Grignard reagent was cooled to -55° C. before adding anhydroecgonine methyl ester (500 mg, 2.75 mmol). The resulting solution was stirred for an additional 2.5 h before being cooled to -78° C. After 1 h, 2 mL of trifluoroacetic acid was added... As a reaction SMILES: [Mg].[Cl:2][C:3]1[CH:4]=[C:5](I)[CH:6]=[CH:7][C:8]=1[Cl:9].[CH3:11][N:12]1[C@H:16]2[C:17]([C:20](OC)=O)=[CH:18][CH2:19][C@@H:13]1[CH2:14][CH2:15]2.FC(F)(F)C(O)=O.[ClH:31]>CCOCC.C(N(CC)CC)C.CCOCC>[Cl:2][C:3]1[CH:4]=[C:5]([C@H:18]2[CH2:19][C@H:13]3[N:12]([CH3:11])[C@H:16]([CH2:15][CH2:14]3)[C@H:17]2[CH2:20][Cl:31])[CH:6]=[CH:7][C:8]=1[Cl:9] |f:5.6|. Reaction conditions: temperature -78 celsius, time 2 hour. Reactants: C(C)(C)(C)NS(=O)(=O)C1=C(C=CC=C1)C1=CC=C(C=C1)CN1C(=NC(=C1C(=O)OC)Cl)CCCC (1-((2'-((tert-butylamino)sulfonyl)(1,1'-biphenyl)-4yl)methyl)-2-butyl-4-chloro-imidazole-5-carboxylic acid, methyl ester), C1(=CC=CC=C1)OC (anisole). Run in FC(C(=O)O)(F)F (trifluoroacetic acid). Product: NS(=O)(=O)C1=C(C=CC=C1)C1=CC=C(C=C1)CN1C(=NC(=C1C(=O)OC)Cl)CCCC (1-((2'-(aminosulfonyl)(1,1'-biphenyl)-4-yl)methyl)-2-butyl-4-chloro-imidazole-5-carboxylic acid, methyl ester). Isolated yield 100.8%. As a reaction SMILES: C([NH:5][S:6]([C:9]1[CH:14]=[CH:13][CH:12]=[CH:11][C:10]=1[C:15]1[CH:20]=[CH:19][C:18]([CH2:21][N:22]2[C:26]([C:27]([O:29][CH3:30])=[O:28])=[C:25]([Cl:31])[N:24]=[C:23]2[CH2:32][CH2:33][CH2:34][CH3:35])=[CH:17][CH:16]=1)(=[O:8])=[O:7])(C)(C)C.C1(OC)C=CC=CC=1>FC(F)(F)C(O)=O>[NH2:5][S:6]([C:9]1[CH:14]=[CH:13][CH:12]=[CH:11][C:10]=1[C:15]1[CH:16]=[CH:17][C:18]([CH2:21][N:22]2[C:26]([C:27]([O:29][CH3:30])=[O:28])=[C:25]([Cl:31])[N:24]=[C:23]2[CH2:32][CH2:33][CH2:34][CH3:35])=[CH:19][CH:20]=1)(=[O:8])=[O:7]. Reported procedure: 1-((2'-((tert-butylamino)sulfonyl)(1,1'-biphenyl)-4yl)methyl)-2-butyl-4-chloro-imidazole-5-carboxylic acid, methyl ester (75.0 mg, 0.145 mmol) was stirred in trifluoroacetic acid (1.0 ml) containing anisole (20 μl) under nitrogen at room temperature for 24 hours. The trifluoroacetic acid was removed in vacuo and the residue chromatographed (silica gel, 35% ethyl acetate-hexane) to afford 1-((2'-(aminosulfonyl)(1,1'-biphenyl)-4-yl)methyl)-2-butyl-4-chloro-imidazole-5-carboxylic acid, methyl ester...